Dataset: the Open Reaction Database (ORD), a public repository of structured organic reaction records. Task: describe an organic reaction: reactants, conditions, products, and yield The reactants are BrC1=CC=C(C=C1)OCOC (1-Bromo-4-(methoxymethoxy)benzene), [Li]CCCC (n-BuLi), CON(C(C(CC)C1=CC=CC=C1)=O)C (N-Methoxy-N-methyl-2-phenylbutanamide), O (H2O). The solvent is C1CCOC1 (THF), C1CCOC1 (THF). Conditions: temperature 0 celsius, time 30 minute. Yields the product COCOC1=CC=C(C=C1)C(C(CC)C1=CC=CC=C1)=O (1-[4-(Methoxymethoxy)phenyl]-2-phenylbutan-1-one). Isolated yield 79.8%. As a reaction SMILES: Br[C:2]1[CH:7]=[CH:6][C:5]([O:8][CH2:9][O:10][CH3:11])=[CH:4][CH:3]=1.[Li]CCCC.CON(C)[C:20](=[O:30])[CH:21]([C:24]1[CH:29]=[CH:28][CH:27]=[CH:26][CH:25]=1)[CH2:22][CH3:23].O>C1COCC1>[CH3:11][O:10][CH2:9][O:8][C:5]1[CH:6]=[CH:7][C:2]([C:20](=[O:30])[CH:21]([C:24]2[CH:29]=[CH:28][CH:27]=[CH:26][CH:25]=2)[CH2:22][CH3:23])=[CH:3][CH:4]=1. Procedure: To a stirred solution of 13 (99.0 g, 0.46 mol) in anhydrous THF (750 mL) was added n-BuLi (1.6 M in hexanes, 310 mL, 0.50 mol) dropwise at −78° C. The reaction mixture was stirred for 30 min and 14 (90.1 g, 0.43 mol) dissolved in THF (500 mL) was added dropwise. The reaction mixture was stirred at −78° C. for 1 h and then slowly warmed to 0° C. H2O (500 mL) was added and the volatiles were removed under reduced pressure. The residue was extracted with Et2O (3×500 mL) and the combined extracts we... Reactants: BrC=1C=C2C=CC(=CC2=CC1)O (6-bromo-2-naphthol), BrCCO (2-bromoethanol), [OH-].[K+] (KOH). The solvent is CN(C=O)C (N,N-dimethylformamide), O (water). Reaction conditions: temperature 85 celsius, time 4 hour. The product is OCCOC1=CC2=CC=C(C=C2C=C1)Br (2-(2-Hydroxyethoxy)-6-bromonaphthalene). As a reaction SMILES: [Br:1][C:2]1[CH:3]=[C:4]2[C:9](=[CH:10][CH:11]=1)[CH:8]=[C:7]([OH:12])[CH:6]=[CH:5]2.Br[CH2:14][CH2:15][OH:16].[OH-].[K+]>CN(C)C=O.O>[OH:16][CH2:15][CH2:14][O:12][C:7]1[CH:6]=[CH:5][C:4]2[C:9](=[CH:10][CH:11]=[C:2]([Br:1])[CH:3]=2)[CH:8]=1 |f:2.3|. Procedure: To a solution of 6-bromo-2-naphthol (15.1 g, 67.7 mmol), 2-bromoethanol (10.11 g, 80.9 mmol) in N,N-dimethylformamide (60 ml) was added a solution of KOH (5.41 g, 81.9 mmol) and KI (0.37 g, 2.20 mmol) in water (10 ml). Upon stirring at 85° C. for 4 hours, the reaction mixture was filtered. The filtrate was shaken with diethyl ether (400 ml) and water (400 ml). The organic layer was washed with 2% KOH (100 ml water). The solvent was evaporated off to obtain crude product. Recrystallization from a...